From a dataset of the Open Reaction Database (ORD), a public repository of structured organic reaction records. describe an organic reaction: reactants, conditions, products, and yield Starting materials: BOC-(D)-Gln-ONP, N([C@@H](CC1=CC=C(C=C1)O)C(=O)N[C@H](CCSC)C(=O)NCC(=O)O)C(=O)OC(C)(C)C (BOC-Tyr-(D)-Met-Gly-OH), NCC(=O)N[C@@H](CC1=CC=CC=C1)C(=O)NNC(=O)C (H-Gly-Phe-NHNH-COCH3). The product is N([C@H](CCC(N)=O)C(=O)N[C@@H](CC1=CC=CC=C1)C(=O)NNC(=O)C)C(=O)OC(C)(C)C (BOC-(D)-Gln-Phe-NHNH-COCH3). RXN SMILES: [NH2:1][CH2:2][C:3]([NH:5][C@H:6]([C:14]([NH:16][NH:17][C:18]([CH3:20])=[O:19])=[O:15])[CH2:7][C:8]1[CH:13]=[CH:12][CH:11]=[CH:10][CH:9]=1)=[O:4].N([C:46]([O:48][C:49]([CH3:52])([CH3:51])[CH3:50])=[O:47])[C@H](C(N[C@@H](C(NCC(O)=O)=O)CCSC)=O)CC1C=CC(O)=CC=1>>[NH:1]([C:46]([O:48][C:49]([CH3:50])([CH3:52])[CH3:51])=[O:47])[C@@H:2]([C:3]([NH:5][C@H:6]([C:14]([NH:16][NH:17][C:18]([CH3:20])=[O:19])=[O:15])[CH2:7][C:8]1[CH:13]=[CH:12][CH:11]=[CH:10][CH:9]=1)=[O:4])[CH2:7][CH2:6][C:14](=[O:15])[NH2:16]. Procedure details: Using BOC-(D)-Gln-ONP(0.96 g) and H-Gly-Phe-NHNH-COCH3 (0.72 g), the desired compound (0.95 g) is obtained in a similar manner to (III) of Example 45. m.p. 198°-199° C., [α]D23 -0.8° (C=0.50, DMF), Rf1 =0.19. Starting materials: C(CCC)[Li] (n-butyllithium), [Cl-].[Li+] (lithium chloride), C[Si](Cl)(Cl)C (dimethyldichlorosilane), CC=1CC2=C(C=CC=C2C1)C1=CC=CC=C1 (2-methyl-7-phenylindene). Solvent: CCCCCC (hexane), C1CCOC1 (THF), CCCCCC (n-hexane), C(C)OCC (diethyl ether). Conditions: time 3 hour. The product is C[Si](C1C(=CC2=C(C=CC=C12)C1=CC=CC=C1)C)(C)Cl (dimethyl(2-methyl-4-phenylindenyl)silyl chloride). Reaction SMILES: [CH3:1][Si:2]([CH3:5])(Cl)[Cl:3].[CH3:6][C:7]1[CH2:8][C:9]2[C:14]([CH:15]=1)=[CH:13][CH:12]=[CH:11][C:10]=2[C:16]1[CH:21]=[CH:20][CH:19]=[CH:18][CH:17]=1.C([Li])CCC.[Cl-].[Li+]>CCCCCC.C(OCC)C.C1COCC1>[CH3:1][Si:2]([Cl:3])([CH3:5])[CH:15]1[C:14]2[C:9](=[C:10]([C:16]3[CH:21]=[CH:20][CH:19]=[CH:18][CH:17]=3)[CH:11]=[CH:12][CH:13]=2)[CH:8]=[C:7]1[CH3:6] |f:3.4|. Procedure: 23 g (180 mmol) of dimethyldichlorosilane was dissolved in 200 ml of dry n-hexane (dried over Na-K alloy), to which was added a solution of 2-methyl-7-phenylindenyllithium (i.e., a solution of 7.4 g (36 mmol) of 2-methyl-7-phenylindene in 70 ml of dry diethyl ether to which was dripped down 22.5 ml of a 1.6 M hexane solution of n-butyllithium at -78° C., followed by stirring at room temperature for 3 hours and by addition of 50 ml of THF) under ice cooling. The mixture was stirred as was at room...